Dataset: the Open Reaction Database (ORD), a public repository of structured organic reaction records. Task: describe an organic reaction: reactants, conditions, products, and yield The reactants are CN, CCO, CSC(=C[N+](=O)[O-])NCc1cccnc1. The product is CNC(=C[N+](=O)[O-])NCc1cccnc1. As a reaction SMILES: [CH3:16][NH2:17].[CH3:18][CH2:19][OH:20].[CH3:1][S:2][C:3](=[CH:4][N+:5](=[O:6])[O-:7])[NH:8][CH2:9][c:10]1[cH:11][n:12][cH:13][cH:14][cH:15]1>>[C:3](=[CH:4][N+:5](=[O:6])[O-:7])([NH:8][CH2:9][c:10]1[cH:11][n:12][cH:13][cH:14][cH:15]1)[NH:17][CH3:16]. Yield: 21.0%. As a reaction SMILES: [NH2:1][CH:2]1[CH2:7][CH2:6][N:5]([CH2:8][CH2:9][C:10]2[C:18]3[C:13](=[CH:14][CH:15]=[CH:16][CH:17]=3)[NH:12][CH:11]=2)[CH2:4][CH2:3]1.[N+:19]([C:22]1[CH:23]=[C:24]2[C:29](=O)[O:28][C:26](=[O:27])[C:25]2=[CH:31][CH:32]=1)([O-:21])=[O:20]>C(#N)C>[NH:12]1[C:13]2[C:18](=[CH:17][CH:16]=[CH:15][CH:14]=2)[C:10]([CH2:9][CH2:8][N:5]2[CH2:6][CH2:7][CH:2]([N:1]3[C:29](=[O:28])[C:24]4[C:25](=[CH:31][CH:32]=[C:22]([N+:19]([O-:21])=[O:20])[CH:23]=4)[C:26]3=[O:27])[CH2:3][CH2:4]2)=[CH:11]1. The reactants are NC1CCN(CC1)CCC1=CNC2=CC=CC=C12 (4-Amino-1-[2-(indol-3-yl)ethyl]piperidine), [N+](=O)([O-])C=1C=C2C(C(=O)OC2=O)=CC1 (4-nitrophthalic anhydride). Reported procedure: 4-Amino-1-[2-(indol-3-yl)ethyl]piperidine (1.22 g, 5 mmol) was dissolved in refluxing acetonitrile (20 cm3) and a solution of 4-nitrophthalic anhydride (0.96 g, 5 mmol) in acetonitrile (10 cm3) was added dropwise with stirring to precipitate a yellow gum. The mixture was refluxed for a further 2-3 minutes then cooled in ice. The precipitated material was collected and heated in acetic anhydride on a steam bath for 1/2 hour. The solvent was evaporated. Methanol was added to the residue and evapor... Solvent: C(C)#N (acetonitrile), C(C)#N (acetonitrile). Product: N1C=C(C2=CC=CC=C12)CCN1CCC(CC1)N1C(C2=CC=C(C=C2C1=O)[N+](=O)[O-])=O (2-[1-(2-[Indol-3-yl]ethyl)piperid-4-yl]-5-nitro-1H-isoindole-1,3-(2H)-dione). The reactants are CCO, C=Cc1c(C)cc(C)nc1OC, [H][H]. Product: CCc1c(C)cc(C)nc1OC. Reaction SMILES: [CH2:15]([OH:16])[CH3:17].[CH3:1][O:2][c:3]1[n:4][c:5]([CH3:12])[cH:6][c:7]([CH3:11])[c:8]1[CH:9]=[CH2:10].[H:13][H:14]>>[CH3:1][O:2][c:3]1[n:4][c:5]([CH3:12])[cH:6][c:7]([CH3:11])[c:8]1[CH2:9][CH3:10]. Starting materials: CCOC=C(C(=O)OCC)C(=O)OCC, Nc1cccnc1. Yields the product CCOC(=O)C(C=Nc1cccnc1)C(=O)OCC. Reaction SMILES: [CH2:8]([O:9][CH:11]=[C:12]([C:13](=[O:14])[O:15][CH2:16][CH3:17])[C:18](=[O:19])[O:20][CH2:21][CH3:22])[CH3:10].[NH2:1][c:2]1[cH:3][n:4][cH:5][cH:6][cH:7]1>>[N:1]([c:2]1[cH:3][n:4][cH:5][cH:6][cH:7]1)=[CH:11][CH:12]([C:13](=[O:14])[O:15][CH2:16][CH3:17])[C:18](=[O:19])[O:20][CH2:21][CH3:22]. The reactants are CCCCP(CCCC)CCCC, CN1CCN=C(C=Cc2ccc(Cl)c(Cl)c2)c2ccc(O)cc21, Cl, CN(C)C(=O)N=NC(=O)N(C)C, C1CCOC1, OCc1cccs1. The product is CN1CCN=C(C=Cc2ccc(Cl)c(Cl)c2)c2ccc(OCc3cccs3)cc21. As a reaction SMILES: [CH2:32]([P:33]([CH2:34][CH2:35][CH2:36][CH3:37])[CH2:38][CH2:39][CH2:40][CH3:41])[CH2:42][CH2:43][CH3:44].[Cl:2][c:3]1[cH:4][c:5]([CH:6]=[CH:7][C:8]2=[N:9][CH2:10][CH2:11][N:12]([CH3:20])[c:13]3[c:14]2[cH:15][cH:16][c:17]([OH:19])[cH:18]3)[cH:21][cH:22][c:23]1[Cl:24].[ClH:1].[N:45]([C:46]([N:47]([CH3:48])[CH3:49])=[O:50])=[N:51][C:52]([N:53]([CH3:54])[CH3:55])=[O:56].[O:57]1[CH2:58][CH2:59][CH2:60][CH2:61]1.[s:25]1[c:26]([CH2:30][OH:31])[cH:27][cH:28][cH:29]1>>[Cl:2][c:3]1[cH:4][c:5]([CH:6]=[CH:7][C:8]2=[N:9][CH2:10][CH2:11][N:12]([CH3:20])[c:13]3[c:14]2[cH:15][cH:16][c:17]([O:19][CH2:30][c:26]2[s:25][cH:29][cH:28][cH:27]2)[cH:18]3)[cH:21][cH:22][c:23]1[Cl:24]. The reactants are C(C)(C)(C)OC(=O)N1CCN(CC1)C1=CC2=C(N=C(N2CC2=CC=C(C=C2)OC(F)(F)F)COC2=CC=CC=C2)C=C1F (4-[6-fluoro-2-phenoxymethyl-3-(4-trifluoromethoxy-benzyl)-3H-benzoimidazol-5-yl]-piperazine-1-carboxylic acid tert-butyl ester), FC(C(=O)O)(F)F (trifluoroacetic acid), C([O-])(O)=O.[Na+] (sodium bicarbonate). Solvent: O (water). The product is FC1=CC2=C(N(C(=N2)COC2=CC=CC=C2)CC2=CC=C(C=C2)OC(F)(F)F)C=C1N1CCNCC1 (5-fluoro-2-phenoxymethyl-6-piperazin-1-yl-1-(4-trifluoromethoxy-benzyl)-1H-benzoimidazole). RXN SMILES: C(OC([N:8]1[CH2:13][CH2:12][N:11]([C:14]2[C:42]([F:43])=[CH:41][C:17]3[N:18]=[C:19]([CH2:33][O:34][C:35]4[CH:40]=[CH:39][CH:38]=[CH:37][CH:36]=4)[N:20]([CH2:21][C:22]4[CH:27]=[CH:26][C:25]([O:28][C:29]([F:32])([F:31])[F:30])=[CH:24][CH:23]=4)[C:16]=3[CH:15]=2)[CH2:10][CH2:9]1)=O)(C)(C)C.FC(F)(F)C(O)=O.C(=O)(O)[O-].[Na+]>O>[F:43][C:42]1[C:14]([N:11]2[CH2:12][CH2:13][NH:8][CH2:9][CH2:10]2)=[CH:15][C:16]2[N:20]([CH2:21][C:22]3[CH:23]=[CH:24][C:25]([O:28][C:29]([F:30])([F:31])[F:32])=[CH:26][CH:27]=3)[C:19]([CH2:33][O:34][C:35]3[CH:36]=[CH:37][CH:38]=[CH:39][CH:40]=3)=[N:18][C:17]=2[CH:41]=1 |f:2.3|. Procedure: 4.6 g of 4-[6-fluoro-2-phenoxymethyl-3-(4-trifluoromethoxy-benzyl)-3H-benzoimidazol-5-yl]-piperazine-1-carboxylic acid tert-butyl ester (7.6 mmol) were stirred in 51 ml trifluoroacetic acid (661 mmol) for 2 h at rt. The reaction mixture was diluted with 500 ml water and the pH adjusted to 8 with solid sodium bicarbonate. The mixture was extracted twice with ethyl acetate and the combined organic phases were washed with brine, dried over magnesium sulfate, filtered and concentrated in vacuo. The ... The reactants are ClC1=NC=CC(=C1)CN1N=C(N=C1C)C=1SC=C(N1)C1=CC=C(C=C1)OC(F)(F)F (2-(1-((2-chloropyridin-4-yl)methyl)-5-methyl-1H-1,2,4-triazol-3-yl)-4-(4-(trifluoromethoxy)phenyl)thiazole), CN1CCNCC1 (1-methylpiperazine). Solvent: C(C)(C)N(CC)C(C)C (diisopropylethylamine). Run at temperature 80 celsius, time 16 hour. Product: CC1=NC(=NN1CC1=CC(=NC=C1)N1CCN(CC1)C)C=1SC=C(N1)C1=CC=C(C=C1)OC(F)(F)F (2-(5-methyl-1-((2-(4-methylpiperazin-1-yl)pyridin-4-yl)methyl)-1H-1,2,4-triazol-3-yl)-4-(4-(trifluoromethoxy)phenyl)thiazole). Reaction SMILES: Cl[C:2]1[CH:7]=[C:6]([CH2:8][N:9]2[C:13]([CH3:14])=[N:12][C:11]([C:15]3[S:16][CH:17]=[C:18]([C:20]4[CH:25]=[CH:24][C:23]([O:26][C:27]([F:30])([F:29])[F:28])=[CH:22][CH:21]=4)[N:19]=3)=[N:10]2)[CH:5]=[CH:4][N:3]=1.[CH3:31][N:32]1[CH2:37][CH2:36][NH:35][CH2:34][CH2:33]1>C(N(C(C)C)CC)(C)C>[CH3:14][C:13]1[N:9]([CH2:8][C:6]2[CH:5]=[CH:4][N:3]=[C:2]([N:35]3[CH2:36][CH2:37][N:32]([CH3:31])[CH2:33][CH2:34]3)[CH:7]=2)[N:10]=[C:11]([C:15]2[S:16][CH:17]=[C:18]([C:20]3[CH:25]=[CH:24][C:23]([O:26][C:27]([F:30])([F:29])[F:28])=[CH:22][CH:21]=3)[N:19]=2)[N:12]=1. Procedure details: To a stirred solution of 2-(1-((2-chloropyridin-4-yl)methyl)-5-methyl-1H-1,2,4-triazol-3-yl)-4-(4-(trifluoromethoxy)phenyl)thiazole (100 mg, 0.22 mmol) in diisopropylethylamine (10 mL) was added 1-methylpiperazine (2 mL, 2.2 mmol). The mixture was stirred at 80° C. for 16 h, then concentrated under reduced pressure. The residue was purified by silica gel column chromatography (Petroleum ether:EtOAc=4:1) to give the title compound as an oil; MS (ES+) C24H24F3N7OS requires: 515. found: 516. [M+H]+...